Dataset: the Open Reaction Database (ORD), a public repository of structured organic reaction records. Task: describe an organic reaction: reactants, conditions, products, and yield Reaction SMILES: [Br:1][C:2]1[CH:7]=[CH:6][CH:5]=[C:4]([CH2:8]Br)[C:3]=1[CH3:10].[NH:11]1[C:19]2[C:14](=[CH:15][CH:16]=[CH:17][CH:18]=2)[CH:13]=[N:12]1.C(=O)([O-])[O-].[K+].[K+]>C(#N)C.O>[Br:1][C:2]1[C:3]([CH3:10])=[C:4]([CH:5]=[CH:6][CH:7]=1)[CH2:8][N:11]1[C:19]2[C:14](=[CH:15][CH:16]=[CH:17][CH:18]=2)[CH:13]=[N:12]1 |f:2.3.4|. Run at temperature 80 celsius, time 18.25 hour. Procedure: A mixture of 1-bromo-3-(bromomethyl)-2-methylbenzene (prepared according to the procedures reported in US Pat. Appl. 2006/0173183, 250 mg, 0.947 mmol), 1H-indazole (112 mg, 0.947 mmol) and potassium carbonate (131 mg, 0.947 mmol) in acetonitrile (5 mL) was heated with stirring at 80° C. After 18.25 h, the mixture was cooled to rt, diluted with water and extracted three times with EtOAc. The combined organic layers were dried and concentrated. The residue was purified by column chromatography (el... The reactants are N1N=CC2=CC=CC=C12 (1H-indazole), C([O-])([O-])=O.[K+].[K+] (potassium carbonate), BrC1=C(C(=CC=C1)CBr)C (1-bromo-3-(bromomethyl)-2-methylbenzene). Product: BrC=1C(=C(CN2N=CC3=CC=CC=C23)C=CC1)C (1-(3-bromo-2-methylbenzyl)-1H-indazole). Run in C(C)#N (acetonitrile), O (water).